From a dataset of the Open Reaction Database (ORD), a public repository of structured organic reaction records. describe an organic reaction: reactants, conditions, products, and yield Reported procedure: 6′-Bromo-4-(difluoromethyl)-5″-methyl-3′H-dispiro[cyclohexane-1,2′-indene-1′,2″-imidazole]-4″(3″H)-thione (Example 128 Step 3, 0.3 g, 0.73 mmol) was taken up in ammonia (7 M in MeOH) (6.22 mL, 43.6 mmol) and the resulting mixture was heated in the microwave reactor at 110° C. for 30 min. The solvent was evaporated. The same amount of ammonia was added and the mixture was heated and concentrated (5 times). The crude material was dissolved in EtOAc. Aq. citric acid solution (0.1 M) was added and t... The reactants are BrC1=CC=C2CC3(CCC(CC3)C(F)F)C3(N=C(C(N3)=S)C)C2=C1 (6′-Bromo-4-(difluoromethyl)-5″-methyl-3′H-dispiro[cyclohexane-1,2′-indene-1′,2″-imidazole]-4″(3″H)-thione), N (ammonia). Yield: 41.5%. As a reaction SMILES: [Br:1][C:2]1[CH:24]=[C:23]2[C:5]([CH2:6][C:7]3([C:16]42[NH:20][C:19](=S)[C:18]([CH3:22])=[N:17]4)[CH2:12][CH2:11][CH:10]([CH:13]([F:15])[F:14])[CH2:9][CH2:8]3)=[CH:4][CH:3]=1.[NH3:25]>>[Br:1][C:2]1[CH:24]=[C:23]2[C:5]([CH2:6][C:7]3([C:16]42[N:20]=[C:19]([NH2:25])[C:18]([CH3:22])=[N:17]4)[CH2:12][CH2:11][CH:10]([CH:13]([F:15])[F:14])[CH2:9][CH2:8]3)=[CH:4][CH:3]=1. The product is BrC1=CC=C2CC3(CCC(CC3)C(F)F)C3(N=C(C(=N3)N)C)C2=C1 (6′-Bromo-4-(difluoromethyl)-5″-methyl-3′H-dispiro[cyclohexane-1,2′-indene-1′,2″-imidazol]-4″-amine). Conditions: temperature 110 celsius. Starting materials: C(Cl)(Cl)(Cl)Cl (CCl4), [H-].[Na+] (NaH), [H][H] (hydrogen), C(#N)CC(=O)OCC (ethyl cyanoacetate). Solvent: CS(=O)C (DMSO). Yields the product ClC(C(=O)OCC)C#N (Ethyl Chlorocyanoacetate). Isolated yield 82.5%. As a reaction SMILES: [H-].[Na+].[C:3]([CH2:5][C:6]([O:8][CH2:9][CH3:10])=[O:7])#[N:4].[H][H].C(Cl)(Cl)(Cl)[Cl:14]>CS(C)=O>[Cl:14][CH:5]([C:3]#[N:4])[C:6]([O:8][CH2:9][CH3:10])=[O:7] |f:0.1|. Procedure details: To a suspension of NaH in 400 mL of DMSO at 20° C. were added dropwise 79.1 g of ethyl cyanoacetate (700 mmol). The solution was stirred for 1 h at 20° C. until no more hydrogen evolved from the reaction system. 156 mL (1.5 mol) of CCl4 were added carefully. Occasional cooling was applied so as to maintain the temperature between 20°-25° C. The mixture was carefully quenched with HOAc, extracted with CH2Cl2, dried over MgSO4, concentrated, and distilled to give 85.2 g of the title compound (82.5... The reactants are N1N=CN=C1 (1,2,4-triazole), [H-].[Na+] (sodium hydride), COC1=CC=C(CCl)C=C1 (p-methoxybenzyl chloride). The solvent is CN(C)C=O (DMF), CN(C)C=O (DMF). Reaction conditions: time 1 hour. The product is COC1=CC=C(CN2N=CN=C2)C=C1 (1-(p-methoxybenzyl)-1,2,4-triazole). The yield is 79.8%. Reaction SMILES: [H-].[Na+].[NH:3]1[CH:7]=[N:6][CH:5]=[N:4]1.[CH3:8][O:9][C:10]1[CH:17]=[CH:16][C:13]([CH2:14]Cl)=[CH:12][CH:11]=1>CN(C=O)C>[CH3:8][O:9][C:10]1[CH:17]=[CH:16][C:13]([CH2:14][N:3]2[CH:7]=[N:6][CH:5]=[N:4]2)=[CH:12][CH:11]=1 |f:0.1|. Procedure: To a suspension of 4 g (0.16 mol) of sodium hydride in 200 ml of DMF at 0° C. was added 10 g (0.145 mol) of 1,2,4-triazole in 75 ml of DMF dropwise over a period of 30 minutes, and the mixture was allowed to warm to room temperature and stirred for 1 h. The above mixture was cooled to 0° C., 25 g (0.16 mol) of p-methoxybenzyl chloride was added, the mixture was allowed to warm to room temperature, and stirred for 16 h. The reaction mixture was concentrated in vacuo and the residue was purified b... Starting materials: II (iodine), CNC(=O)C=1C(=CC=CC1)C1=CC=C(C=C1)C(F)(F)F (4′-(trifluoromethyl)biphenyl-2-carboxylic acid methylamide), [BH4-].[Na+] (sodium borohydride), CO (Methanol). The solvent is C1CCOC1 (THF), C1CCOC1 (THF), C1CCOC1 (THF). Reaction conditions: temperature 0 celsius, time 20 minute. The product is CNCC1=C(C=CC=C1)C1=CC=C(C=C1)C(F)(F)F (N-methyl-N-((4′-(trifluoromethyl)biphenyl-2-yl)methyl)amine). Yield: 24.3%. Reaction SMILES: [CH3:1][NH:2][C:3]([C:5]1[C:6]([C:11]2[CH:16]=[CH:15][C:14]([C:17]([F:20])([F:19])[F:18])=[CH:13][CH:12]=2)=[CH:7][CH:8]=[CH:9][CH:10]=1)=O.[BH4-].[Na+].II.CO>C1COCC1>[CH3:1][NH:2][CH2:3][C:5]1[CH:10]=[CH:9][CH:8]=[CH:7][C:6]=1[C:11]1[CH:16]=[CH:15][C:14]([C:17]([F:18])([F:19])[F:20])=[CH:13][CH:12]=1 |f:1.2|. Reported procedure: At 0° C. a solution of 4′-(trifluoromethyl)biphenyl-2-carboxylic acid methylamide (8.50 g, 36.44 mmol) in THF (100 ml) was added to a suspension of sodium borohydride (2.8 g, 73.05 mmol) in THF (50 ml). The reaction mixture was stirred for 20 min at 0° C. A solution of iodine (7.70 g, 36.44 mmol) in THF (100 ml) was added dropwise. The reaction mixture was heated to reflux for 16 hours. It was cooled to 0° C. Methanol (200 ml) was added dropwise. The solvent was removed in vacuo. The residue was... Starting materials: O=C([O-])O, COC(=O)C1CCN(c2cc(Cl)nc(OC)n2)CC1, CN1CCCC1=O, NCCc1ccc(Cl)cc1Cl, [Na+], O. Yields the product COC(=O)C1CCN(c2cc(NCCc3ccc(Cl)cc3Cl)nc(OC)n2)CC1. RXN SMILES: [C:31](=[O:32])([OH:33])[O-:34].[CH3:1][O:2][C:3](=[O:4])[CH:5]1[CH2:6][CH2:7][N:8]([c:11]2[n:12][c:13]([O:18][CH3:19])[n:14][c:15]([Cl:17])[cH:16]2)[CH2:9][CH2:10]1.[CH3:36][N:37]1[CH2:38][CH2:39][CH2:40][C:41]1=[O:42].[Cl:20][c:21]1[c:22]([CH2:28][CH2:29][NH2:30])[cH:23][cH:24][c:25]([Cl:27])[cH:26]1.[Na+:35].[OH2:43]>>[CH3:1][O:2][C:3](=[O:4])[CH:5]1[CH2:6][CH2:7][N:8]([c:11]2[n:12][c:13]([O:18][CH3:19])[n:14][c:15]([NH:30][CH2:29][CH2:28][c:22]3[c:21]([Cl:20])[cH:26][c:25]([Cl:27])[cH:24][cH:23]3)[cH:16]2)[CH2:9][CH2:10]1. Run at temperature 5 celsius. Starting materials: C1=CC(=C(C#N)C#N)C=CC1=C(C#N)C#N (TCNQ), [I-].C(CC(C)C)[N+]1=CC2=CC=CC=C2C=C1 (N-isoamylisoquinolinium iodide), C1=CC(=C(C#N)C#N)C=CC1=C(C#N)C#N (TCNQ). Reaction SMILES: [CH:1]1[C:11](=[C:12]([C:15]#[N:16])[C:13]#[N:14])[CH:10]=[CH:9][C:3](=[C:4]([C:7]#[N:8])[C:5]#[N:6])[CH:2]=1.[I-].[CH2:18]([N+:23]1[CH:32]=[CH:31][C:30]2[C:25](=[CH:26][CH:27]=[CH:28][CH:29]=2)[CH:24]=1)[CH2:19][CH:20]([CH3:22])[CH3:21]>C(#N)C>[CH2:18]([N+:23]1[CH:32]=[CH:31][C:30]2[C:25](=[CH:26][CH:27]=[CH:28][CH:29]=2)[CH:24]=1)[CH2:19][CH:20]([CH3:22])[CH3:21].[CH:2]1[C:3](=[C:4]([C:5]#[N:6])[C:7]#[N:8])[CH:9]=[CH:10][C:11](=[C:12]([C:13]#[N:14])[C:15]#[N:16])[CH:1]=1 |f:1.2,4.5|. Procedure details: To 15.3 g of isoamyliodide and 10 g of isoquinoline placed in a four-necked flask equipped with a reflux condenser and mechanical stirrer was added 30 ml of ethanol. The mixture was reacted for 3 hours under reflux. When the reaction was completed, ethanol was removed from the reaction mixture under reduced pressure, the residue was washed 2-times with 45 ml of ethyl ether. 23.0 g of N-isoamylisoquinolinium iodide was obtained as yellow crystals. Subsequently, into a four-necked flask equipped w... Solvent: C(C)#N (acetonitrile), C(C)#N (acetonitrile), C(C)#N (acetonitrile). Yields the product C(CC(C)C)[N+]1=CC2=CC=CC=C2C=C1.C1=CC(=C(C#N)C#N)C=CC1=C(C#N)C#N (N-isoamylisoquinolinium TCNQ).